This data is from the Open Reaction Database (ORD), a public repository of structured organic reaction records. The task is: describe an organic reaction: reactants, conditions, products, and yield Starting materials: CO, [Na+], [OH-], O, COC(=O)c1cc2cscc2cn1. The product is O=C(O)c1cc2cscc2cn1. Reaction SMILES: [CH3:16][OH:17].[Na+:15].[OH-:14].[OH2:18].[cH:1]1[s:2][cH:3][c:4]2[cH:5][n:6][c:7]([C:10](=[O:11])[O:12][CH3:13])[cH:8][c:9]12>>[cH:1]1[s:2][cH:3][c:4]2[cH:5][n:6][c:7]([C:10](=[O:11])[OH:12])[cH:8][c:9]12.